This data is from the Open Reaction Database (ORD), a public repository of structured organic reaction records. The task is: describe an organic reaction: reactants, conditions, products, and yield The reactants are Cl (hydrochloric acid), C(C)(C)C1=CC=CC(=N1)C#N (6-Isopropylpicolinonitrile), CO (methanol), [OH-].[Na+] (sodium hydroxide). Reaction conditions: time 8 hour. Product: C(C)(C)C1=CC=CC(=N1)C(=O)O (6-Isopropylpicolinic acid). RXN SMILES: Cl.[CH:2]([C:5]1[N:10]=[C:9]([C:11]#N)[CH:8]=[CH:7][CH:6]=1)([CH3:4])[CH3:3].[OH-:13].[Na+].C[OH:16]>>[CH:2]([C:5]1[N:10]=[C:9]([C:11]([OH:16])=[O:13])[CH:8]=[CH:7][CH:6]=1)([CH3:4])[CH3:3] |f:2.3|. Procedure: Concentrated hydrochloric acid (15 mL) was added to a solution of 6-isopropylpicolinonitrile (example 85, step c) (1.23 g) in methanol (30 mL). The resulting mixture was heated at reflux for 17 h and allowed to cool to RT. The mixture was cautiously poured into sodium hydroxide solution (10M, 50 mL) and stirred at RT overnight. The reaction was concentrated and the pH adjusted to 5 using 2M HCl solution. The aqeuous mixture was extracted with chloroform (3×100 mL). The organic solutions were com...